This data is from the Open Reaction Database (ORD), a public repository of structured organic reaction records. The task is: describe an organic reaction: reactants, conditions, products, and yield The reactants are N (ammonia), CN(C(=O)Cl)C (dimethylcarbamoyl chloride), N1=CC=CC=C1 (pyridine), CN(C(=O)Cl)C (Dimethylcarbamoyl chloride), OC(C[C@@]1(CCN(C(O1)=O)[C@@H](C)C1=CC=C(C=C1)C1CCNCC1)C1=CC=CC=C1)(C)C ((S)-6-(2-hydroxy-2-methyl-propyl)-6-phenyl-3-[(S)-1-(4-piperidin-4-yl-phenyl)-ethyl]-[1,3]oxazinan-2-one), N1=CC=CC=C1 (pyridine). The solvent is CN(C=O)C (N,N-dimethylformamide). Reaction conditions: time 8 hour. Yields the product CN(C(=O)N1CCC(CC1)C1=CC=C(C=C1)[C@H](C)N1C(O[C@](CC1)(C1=CC=CC=C1)CC(C)(C)O)=O)C (4-((S)-4-{1-[(S)-6-(2-Hydroxy-2-methyl-propyl)-2-oxo-6-phenyl-[1,3]oxazinan-3-yl]-ethyl}-phenyl)-piperidine-1-carboxylic acid dimethylamide). Reaction SMILES: [CH3:1][N:2]([CH3:6])[C:3](Cl)=[O:4].[OH:7][C:8]([CH3:38])([CH3:37])[CH2:9][C@@:10]1([C:31]2[CH:36]=[CH:35][CH:34]=[CH:33][CH:32]=2)[O:15][C:14](=[O:16])[N:13]([C@H:17]([C:19]2[CH:24]=[CH:23][C:22]([CH:25]3[CH2:30][CH2:29][NH:28][CH2:27][CH2:26]3)=[CH:21][CH:20]=2)[CH3:18])[CH2:12][CH2:11]1.N1C=CC=CC=1.N>CN(C)C=O>[CH3:1][N:2]([CH3:6])[C:3]([N:28]1[CH2:29][CH2:30][CH:25]([C:22]2[CH:21]=[CH:20][C:19]([C@@H:17]([N:13]3[CH2:12][CH2:11][C@:10]([CH2:9][C:8]([OH:7])([CH3:37])[CH3:38])([C:31]4[CH:32]=[CH:33][CH:34]=[CH:35][CH:36]=4)[O:15][C:14]3=[O:16])[CH3:18])=[CH:24][CH:23]=2)[CH2:26][CH2:27]1)=[O:4]. Reported procedure: Dimethylcarbamoyl chloride (26 μL) was added to a solution of (S)-6-(2-hydroxy-2-methyl-propyl)-6-phenyl-3-[(S)-1-(4-piperidin-4-yl-phenyl)-ethyl]-[1,3]oxazinan-2-one (120 mg) and pyridine (40 μL) in N,N-dimethylformamide (2 mL) at room temperature. The solution was stirred at room temperature for 5 h, before another portion of dimethylcarbamoyl chloride (26 μL) and pyridine (20 μL) were added. The solution was stirred at room temperature overnight. Then, diluted aqueous ammonia solution was add... Starting materials: C=CC(=O)N(C)C, ClCCl, COc1cc(-c2csc3c(C(=O)NC4CCCNC4)cnc(N)c23)ccc1NC(=O)c1cc2ccccc2n1C. Product: COc1cc(-c2csc3c(C(=O)NC4CCCN(CCC(=O)N(C)C)C4)cnc(N)c23)ccc1NC(=O)c1cc2ccccc2n1C. Reaction SMILES: [CH3:41][N:42]([C:43]([CH:44]=[CH2:45])=[O:46])[CH3:47].[Cl:48][CH2:49][Cl:50].[NH2:1][c:2]1[n:3][cH:4][c:5]([C:32](=[O:33])[NH:34][CH:35]2[CH2:36][NH:37][CH2:38][CH2:39][CH2:40]2)[c:6]2[c:7]1[c:8](-[c:11]1[cH:12][c:13]([O:30][CH3:31])[c:14]([NH:17][C:18](=[O:19])[c:20]3[n:21]([CH3:29])[c:22]4[cH:23][cH:24][cH:25][cH:26][c:27]4[cH:28]3)[cH:15][cH:16]1)[cH:9][s:10]2>>[NH2:1][c:2]1[n:3][cH:4][c:5]([C:32](=[O:33])[NH:34][CH:35]2[CH2:36][N:37]([CH2:45][CH2:44][C:43]([N:42]([CH3:41])[CH3:47])=[O:46])[CH2:38][CH2:39][CH2:40]2)[c:6]2[c:7]1[c:8](-[c:11]1[cH:12][c:13]([O:30][CH3:31])[c:14]([NH:17][C:18](=[O:19])[c:20]3[n:21]([CH3:29])[c:22]4[cH:23][cH:24][cH:25][cH:26][c:27]4[cH:28]3)[cH:15][cH:16]1)[cH:9][s:10]2. Starting materials: C(C)(C)(C)OC(=O)C=1SC(=CC1)CBr (5-bromomethylthiophene-2-carboxylic acid tert-butyl ester), C1(=CC=CC=C1)P(C1=CC=CC=C1)C1=CC=CC=C1 (triphenylphosphine). Run in C1(=CC=CC=C1)C (toluene). Conditions: temperature 70 celsius. Yields the product [Br-].C(C)(C)(C)OC(=O)C1=CC=C(S1)C[P+](C1=CC=CC=C1)(C1=CC=CC=C1)C1=CC=CC=C1 ((5-tert-Butoxycarbonyl-thiophen-2-ylmethyl)-triphenylphosphonium bromide). Reaction SMILES: [C:1]([O:5][C:6]([C:8]1[S:9][C:10]([CH2:13][Br:14])=[CH:11][CH:12]=1)=[O:7])([CH3:4])([CH3:3])[CH3:2].[C:15]1([P:21]([C:28]2[CH:33]=[CH:32][CH:31]=[CH:30][CH:29]=2)[C:22]2[CH:27]=[CH:26][CH:25]=[CH:24][CH:23]=2)[CH:20]=[CH:19][CH:18]=[CH:17][CH:16]=1>C1(C)C=CC=CC=1>[Br-:14].[C:1]([O:5][C:6]([C:8]1[S:9][C:10]([CH2:13][P+:21]([C:22]2[CH:23]=[CH:24][CH:25]=[CH:26][CH:27]=2)([C:28]2[CH:33]=[CH:32][CH:31]=[CH:30][CH:29]=2)[C:15]2[CH:16]=[CH:17][CH:18]=[CH:19][CH:20]=2)=[CH:11][CH:12]=1)=[O:7])([CH3:4])([CH3:3])[CH3:2] |f:3.4|. Reported procedure: To 5-bromomethylthiophene-2-carboxylic acid tert-butyl ester (14.9 mmol, 43.8 mmol) was added toluene (300 mL) and triphenylphosphine (14.1 g, 53.8 mmol). The mixture was heated to 70° C. overnight. The solvent was remove in vacuo to give (5-tert-Butoxycarbonyl-thiophen-2-ylmethyl)-triphenylphosphonium bromide Starting materials: N1(CCOCC1)C(=O)Cl (4-morpholinecarbonyl chloride), NCCOCCN1C(=NC=2C(=NC(=C(C21)C)C)N)C (1-[2-(2-aminoethoxy)ethyl]-2,6,7-trimethyl-1H-imidazo[4,5-c]pyridin-4-amine). Solvent: C(Cl)(Cl)Cl (chloroform), C(C)N(CC)CC (triethylamine), C(Cl)(Cl)Cl (chloroform). Conditions: time 3 hour. Product: NC1=NC(=C(C2=C1N=C(N2CCOCCNC(=O)N2CCOCC2)C)C)C (N-{2-[2-(4-amino-2,6,7-trimethyl-1H-imidazo[4,5-c]pyridin-1-yl)ethoxy]ethyl}morpholine-4-carboxamide). As a reaction SMILES: [N:1]1([C:7](Cl)=[O:8])[CH2:6][CH2:5][O:4][CH2:3][CH2:2]1.[NH2:10][CH2:11][CH2:12][O:13][CH2:14][CH2:15][N:16]1[C:24]2[C:23]([CH3:25])=[C:22]([CH3:26])[N:21]=[C:20]([NH2:27])[C:19]=2[N:18]=[C:17]1[CH3:28]>C(Cl)(Cl)Cl.C(N(CC)CC)C>[NH2:27][C:20]1[C:19]2[N:18]=[C:17]([CH3:28])[N:16]([CH2:15][CH2:14][O:13][CH2:12][CH2:11][NH:10][C:7]([N:1]3[CH2:6][CH2:5][O:4][CH2:3][CH2:2]3)=[O:8])[C:24]=2[C:23]([CH3:25])=[C:22]([CH3:26])[N:21]=1. Procedure details: Under a nitrogen atmosphere, 4-morpholinecarbonyl chloride (370 μL) was added to a solution of 1-[2-(2-aminoethoxy)ethyl]-2,6,7-trimethyl-1H-imidazo[4,5-c]pyridin-4-amine (0.757 g) in chloroform (11 mL) and triethylamine (520 μL). The reaction mixture was stirred at ambient temperature for about 3 hours; then it was diluted with chloroform (20 mL) and washed with saturated sodium bicarbonate solution. The organic layer was dried over magnesium sulfate and concentrated under reduced pressure. The... Starting materials: C1COCCOCCOCCOCCO1, CCOC(C)=O, CN(C)C=O, COc1ccc(C2CNC(=O)C2)cc1OC1CCCC1, Fc1cccc(CBr)c1F, [H-], [Na+], C1CCOC1, O. Yields the product COc1ccc(C2CC(=O)N(Cc3cccc(F)c3F)C2)cc1OC1CCCC1. RXN SMILES: [CH2:44]1[O:45][CH2:46][CH2:47][O:48][CH2:49][CH2:50][O:51][CH2:52][CH2:53][O:54][CH2:55][CH2:56][O:57][CH2:58]1.[CH3:33][CH2:34][O:35][C:36](=[O:37])[CH3:38].[CH3:39][N:40]([CH3:41])[CH:42]=[O:43].[CH:1]1([O:6][c:7]2[cH:8][c:9]([CH:15]3[CH2:16][C:17](=[O:20])[NH:18][CH2:19]3)[cH:10][cH:11][c:12]2[O:13][CH3:14])[CH2:2][CH2:3][CH2:4][CH2:5]1.[F:23][c:24]1[c:25]([CH2:26][Br:27])[cH:28][cH:29][cH:30][c:31]1[F:32].[H-:21].[Na+:22].[O:59]1[CH2:60][CH2:61][CH2:62][CH2:63]1.[OH2:64]>>[CH:1]1([O:6][c:7]2[cH:8][c:9]([CH:15]3[CH2:16][C:17](=[O:20])[N:18]([CH2:26][c:25]4[c:24]([F:23])[c:31]([F:32])[cH:30][cH:29][cH:28]4)[CH2:19]3)[cH:10][cH:11][c:12]2[O:13][CH3:14])[CH2:2][CH2:3][CH2:4][CH2:5]1. Starting materials: O=C(O)C1CCC(C(F)(F)F)CC1, O=S(Cl)Cl. The product is O=C(Cl)C1CCC(C(F)(F)F)CC1. RXN SMILES: [F:1][C:2]([CH:3]1[CH2:4][CH2:5][CH:6]([C:9](=[O:10])[OH:11])[CH2:7][CH2:8]1)([F:12])[F:13].[S:14]([Cl:15])([Cl:16])=[O:17]>>[F:1][C:2]([CH:3]1[CH2:4][CH2:5][CH:6]([C:9](=[O:10])[Cl:16])[CH2:7][CH2:8]1)([F:12])[F:13]. Starting materials: ClCCl, CCC(Oc1cc(Oc2ccc(C(F)(F)F)cc2Cl)ccc1[N+](=O)[O-])C(=O)Cl, NCC1OCCO1. Product: CCC(Oc1cc(Oc2ccc(C(F)(F)F)cc2Cl)ccc1[N+](=O)[O-])C(=O)NCC1OCCO1. As a reaction SMILES: [CH2:36]([Cl:37])[Cl:38].[N+:8](=[O:9])([O-:10])[c:11]1[c:12]([O:13][CH:14]([C:15](=[O:16])[Cl:17])[CH2:18][CH3:19])[cH:20][c:21]([O:24][c:25]2[c:26]([Cl:35])[cH:27][c:28]([C:31]([F:32])([F:33])[F:34])[cH:29][cH:30]2)[cH:22][cH:23]1.[O:1]1[CH:2]([CH2:6][NH2:7])[O:3][CH2:4][CH2:5]1>>[O:1]1[CH:2]([CH2:6][NH:7][C:15]([CH:14]([O:13][c:12]2[c:11]([N+:8](=[O:9])[O-:10])[cH:23][cH:22][c:21]([O:24][c:25]3[c:26]([Cl:35])[cH:27][c:28]([C:31]([F:32])([F:33])[F:34])[cH:29][cH:30]3)[cH:20]2)[CH2:18][CH3:19])=[O:16])[O:3][CH2:4][CH2:5]1. Reactants: C(C)(=O)[O-].[Na+] (sodium acetate), C(C)O (ethanol), C(C)OC(=O)C1=CC=2C(=NC(=CC2)Cl)N1 (6-chloro-1H-pyrrolo[2,3-b]pyridine-2-carboxylic acid ethyl ester), [C]=O (carbon monoxide). The reagents and catalysts are C1(=CC=CC=C1)P([C-]1C=CC=C1)C1=CC=CC=C1.[C-]1(C=CC=C1)P(C1=CC=CC=C1)C1=CC=CC=C1.[Fe+2] (1,1′-bis-(diphenylphosphino)ferrocene), C(C)(=O)[O-].[Pd+2].C(C)(=O)[O-] (palladium acetate). Reaction conditions: temperature 110 celsius. Yields the product N1C(=CC=2C1=NC(=CC2)C(=O)OCC)C(=O)OCC (Diethyl 1H-pyrrolo[2,3-b]pyridine-2,6-dicarboxylate). RXN SMILES: [C:1]([O-:4])(=[O:3])[CH3:2].[Na+].[CH2:6]([O:8][C:9]([C:11]1[NH:20][C:14]2=[N:15]C(Cl)=[CH:17][CH:18]=[C:13]2[CH:12]=1)=[O:10])[CH3:7].[C]=O.[CH2:23](O)[CH3:24]>C1(P(C2C=CC=CC=2)[C-]2C=CC=C2)C=CC=CC=1.[C-]1(P(C2C=CC=CC=2)C2C=CC=CC=2)C=CC=C1.[Fe+2].C([O-])(=O)C.[Pd+2].C([O-])(=O)C>[NH:20]1[C:14]2=[N:15][C:2]([C:1]([O:4][CH2:23][CH3:24])=[O:3])=[CH:17][CH:18]=[C:13]2[CH:12]=[C:11]1[C:9]([O:8][CH2:6][CH3:7])=[O:10] |f:0.1,5.6.7,8.9.10,^3:20|. Procedure: Reagents are charged into a 600 mL autoclave in the following order: ethanol (350 mL), sodium acetate (17.0 g, 200 mmol), 6-chloro-1H-pyrrolo[2,3-b]pyridine-2-carboxylic acid ethyl ester (24 g, 107 mmol), 1,1′-bis-(diphenylphosphino)ferrocene (2.5 g, 2.25 mmol [2.25 mol %]), and palladium acetate (180 mg, 0.75 mmol [0.75 mol %]). The air in the autoclave is replaced with carbon monoxide and the pressure is adjusted to 250 psi. The reaction is then heated to 110° C. for 15 h. The reaction mixture... Starting materials: CCOCC, NCCCC(=O)O, O=C(c1ccc(S(=O)(=O)Cl)cc1)c1cccs1. Product: O=C(O)CCCNS(=O)(=O)c1ccc(C(=O)c2cccs2)cc1. RXN SMILES: [CH2:25]([O:26][CH2:27][CH3:28])[CH3:29].[NH2:1][CH2:2][CH2:3][CH2:4][C:5](=[O:6])[OH:7].[c:8]1([C:13](=[O:14])[c:15]2[cH:16][cH:17][c:18]([S:21](=[O:22])(=[O:23])[Cl:24])[cH:19][cH:20]2)[cH:9][cH:10][cH:11][s:12]1>>[NH:1]([CH2:2][CH2:3][CH2:4][C:5](=[O:6])[OH:7])[S:21]([c:18]1[cH:17][cH:16][c:15]([C:13]([c:8]2[cH:9][cH:10][cH:11][s:12]2)=[O:14])[cH:20][cH:19]1)(=[O:22])=[O:23]. Reactants: FC1=CC=C(C=C1)SC1=C(C=CC=C1)C1(CCNCC1)C(=O)O (4-[2-(4-fluorophenylthio)phenyl]-piperidine-4-carboxylic acid), C(#N)C1(CCNCC1)C1=C(C=CC=C1)SC1=CC=C(C=C1)F (4-cyano-4-[2-(4-fluorophenylthio)phenyl]piperidine), C(C)(=O)OC(C)=O (acetic anhydride). Solvent: N1=CC=CC=C1 (pyridine). Yields the product C(C)(=O)N1CCC(CC1)(C(=O)O)C1=C(C=CC=C1)SC1=CC=C(C=C1)F (1-acetyl-4-[2-(4-fluorophenylthio)phenyl]piperidine-4-carboxylic acid). As a reaction SMILES: [F:1][C:2]1[CH:7]=[CH:6][C:5]([S:8][C:9]2[CH:14]=[CH:13][CH:12]=[CH:11][C:10]=2[C:15]2([C:21]([OH:23])=[O:22])[CH2:20][CH2:19][NH:18][CH2:17][CH2:16]2)=[CH:4][CH:3]=1.C(C1(C2C=CC=CC=2SC2C=CC(F)=CC=2)CCNCC1)#N.[C:46](OC(=O)C)(=[O:48])[CH3:47]>N1C=CC=CC=1>[C:46]([N:18]1[CH2:17][CH2:16][C:15]([C:10]2[CH:11]=[CH:12][CH:13]=[CH:14][C:9]=2[S:8][C:5]2[CH:6]=[CH:7][C:2]([F:1])=[CH:3][CH:4]=2)([C:21]([OH:23])=[O:22])[CH2:20][CH2:19]1)(=[O:48])[CH3:47]. Procedure details: A mixture of 0.7 g of 4-[2-(4-fluorophenylthio)phenyl]-piperidine-4-carboxylic acid, free amino acid of Example 30, and 0.83 ml of acetic anhydride in 4.2 ml of pyridine is stirred at reflux for 4 hours. Thereafter, the excess pyridine is removed by rotary evaporation and the residue is taken up in 10 ml of water and treated with 10 ml of 1 N hydrochloric acid. The acidic mixture is extracted thrice with 20 ml portions of an ether-benzene (1:1) mixture and the combined extracts are successively ...